From a dataset of the Open Reaction Database (ORD), a public repository of structured organic reaction records. describe an organic reaction: reactants, conditions, products, and yield Reactants: OC1=CC=C2C(=C(C(OC2=C1)=O)C#N)C (7-Hydroxy-4-methyl-2-oxo-2H-chromene-3-carbonitrile), ammonium sulfide, ammonium sulfide. Run in CN(C=O)C (N,N-dimethylformamide). Product: OC1=CC=C2C(=C(C(OC2=C1)=O)C(N)=S)C (7-Hydroxy-4-methyl-2-oxo-2H-chromene-3-carbothioic acid amide). The yield is 36.5%. Reaction SMILES: [OH:1][C:2]1[CH:11]=[C:10]2[C:5]([C:6]([CH3:15])=[C:7]([C:13]#[N:14])[C:8](=[O:12])[O:9]2)=[CH:4][CH:3]=1.[NH4+]=[S:17]>CN(C)C=O>[OH:1][C:2]1[CH:11]=[C:10]2[C:5]([C:6]([CH3:15])=[C:7]([C:13](=[S:17])[NH2:14])[C:8](=[O:12])[O:9]2)=[CH:4][CH:3]=1. Procedure details: To a solution of 7-Hydroxy-4-methyl-2-oxo-2H-chromene-3-carbonitrile (7.50 g, 37.31 mmol) in N,N-dimethylformamide (150 mL), ammonium sulfide (40-48 wt. % solution in water; 38 mL, 560 mmol) was added, and the resulted mixture was stirred at room temperature for a week. An additional portion of ammonium sulfide (38 mL) was added on every second day. The solution was evaporated and the solid residue was triturated with water, filtered and dried. The obtained crude product was purified by column c... The reactants are C([O-])([O-])=O.[Na+].[Na+] (sodium carbonate), CC(CCC1C(CCC1)=O)(C)C (2-(3,3-dimethylbutyl)cyclopentanone), Cl.NO (hydroxylamine hydrochloride). Solvent: CO (methanol). Run at temperature 50 celsius, time 15 hour. Product: CC(CCC1C(CCC1)=NO)(C)C (2-(3,3-dimethylbutyl)-N-hydroxycyclopentanimine). RXN SMILES: C(=O)([O-])[O-].[Na+].[Na+].[CH3:7][C:8]([CH3:18])([CH3:17])[CH2:9][CH2:10][CH:11]1[CH2:15][CH2:14][CH2:13][C:12]1=O.Cl.[NH2:20][OH:21]>CO>[CH3:7][C:8]([CH3:18])([CH3:17])[CH2:9][CH2:10][CH:11]1[CH2:15][CH2:14][CH2:13][C:12]1=[N:20][OH:21] |f:0.1.2,4.5|. Procedure: At 0° C., aq. sodium carbonate solution is added to a solution consisting of 20.0 g of (119 mmol) of 2-(3,3-dimethylbutyl)cyclopentanone and 16.5 g (238 mmol) of hydroxylamine hydrochloride in 200 ml of methanol until the pH is 8. The mixture is then stirred at 50° C. for 15 hours. After the reaction has ended, the mixture is cooled to room temperature and filtered off and the product is concentrated under reduced pressure. The residue is extracted with water/diethyl ether. The org. phase is dri... The reactants are OC=1C=C2CCC(C2=CC1)=O (5-hydroxy-1-indanone), Cl.ClCCN1CCOCC1 (4-(2-chloroethyl)morpholine hydrochloride), C([O-])([O-])=O.[K+].[K+] (potassium carbonate). Solvent: C(C)#N (acetonitrile). The product is N1(CCOCC1)CCOC=1C=C2CCC(C2=CC1)=O (5-[2-(4-morpholinyl)ethoxy]-1-indanone). As a reaction SMILES: [OH:1][C:2]1[CH:3]=[C:4]2[C:8](=[CH:9][CH:10]=1)[C:7](=[O:11])[CH2:6][CH2:5]2.Cl.Cl[CH2:14][CH2:15][N:16]1[CH2:21][CH2:20][O:19][CH2:18][CH2:17]1.C(=O)([O-])[O-].[K+].[K+]>C(#N)C>[N:16]1([CH2:15][CH2:14][O:1][C:2]2[CH:3]=[C:4]3[C:8](=[CH:9][CH:10]=2)[C:7](=[O:11])[CH2:6][CH2:5]3)[CH2:21][CH2:20][O:19][CH2:18][CH2:17]1 |f:1.2,3.4.5|. Reported procedure: To a solution of 5-hydroxy-1-indanone (610 mg, 4.1 mmol) in acetonitrile (30 mL) was added 4-(2-chloroethyl)morpholine hydrochloride (3.8 g, 20.5 mmol) and potassium carbonate (680 mg 4.9 mmol) and the mixture was heated to reflux for about 3 days. The solvent was removed under vacuum and the residue was purified by flash column chromatography on silica gel using ethyl acetate as the mobile phase to provide the desired product. MS (ESI): m/z 262 (M+H)+. As a reaction SMILES: [CH3:1][O:2][C:3]1[CH:4]=[C:5]([C:10]([O:12][CH2:13][CH3:14])=[O:11])[C:6]([CH3:9])=[CH:7][CH:8]=1.[Br:15]N1C(=O)CCC1=O>>[Br:15][CH2:9][C:6]1[C:5]([C:10]([O:12][CH2:13][CH3:14])=[O:11])=[CH:4][C:3]([O:2][CH3:1])=[CH:8][CH:7]=1. Procedure details: Reaction of ethyl 4-methoxy-o-toluate with N-bromosuccinimide as described in Example 1a provides ethyl α-bromo-4-methoxy-o-toluate as a colorless liquid. Yields the product BrCC=1C(=CC(=CC1)OC)C(=O)OCC (ethyl α-bromo-4-methoxy-o-toluate). Reactants: COC=1C=C(C(=CC1)C)C(=O)OCC (ethyl 4-methoxy-o-toluate), BrN1C(CCC1=O)=O (N-bromosuccinimide). Starting materials: C(CCC)C1C(NCC1)=O (3-butyl-2-pyrrolidinone), N1C(CCC1)=O (2-pyrrolidinone), olefins. The product is CC(CC1C(NCC1)=O)C (3-(2-methylpropyl)-2-pyrrolidinone). Reaction SMILES: [CH2:1]([CH:5]1[CH2:9][CH2:8][NH:7][C:6]1=[O:10])[CH2:2][CH2:3]C.N1CCC[C:12]1=O>>[CH3:12][CH:2]([CH3:3])[CH2:1][CH:5]1[CH2:9][CH2:8][NH:7][C:6]1=[O:10]. Procedure details: 3-butyl-2-pyrrolidinone (Sinnerich J, Elad D (1968) "The light-induced addition of 2-pyrrolidinone to olefins" Tetrahedron, 24, 4509-4516); Reagents/catalysts: [Cl-].C(CCC)[N+](CCCC)(CCCC)CCCC (tetrabutyl ammonium chloride), C=1C=CC(=CC1)/C=C/C(=O)/C=C/C2=CC=CC=C2.C=1C=CC(=CC1)/C=C/C(=O)/C=C/C2=CC=CC=C2.C=1C=CC(=CC1)/C=C/C(=O)/C=C/C2=CC=CC=C2.[Pd].[Pd] (tris(dibenzylideneacetone)dipalladium). Procedure: To a 1-methyl-2-pyrrolidinone (500 μL) solution of trifluoromethanesulfonic acid 2-(((2-amino-6-methoxymethyl-pyridin-3-carbonyl)-amino)-methyl)-benzofuran-6-yl ester (15 mg, 33 μmol) described in Production Example 47-1 were added tributyl-methoxymethyl-stannane (14 mg, 43 μmol), tetrakis(triphenylphosphine)palladium (0) (3.78 mg, 3.3 μmol) and tetrabutyl ammonium chloride (1.82 mg, 6.5 μmol) at room temperature, which was stirred at 135° C. for 4 hours under nitrogen atmosphere. After allowing... Reaction conditions: temperature 135 celsius, time 4 hour. The solvent is CN1C(CCC1)=O (1-methyl-2-pyrrolidinone). Yields the product NC1=C(C(=O)NCC=2OC3=C(C2)C=CC(=C3)COC)C=CC(=N1)COC (2-Amino-6-methoxymethyl-N-(6-methoxymethyl-benzofuran-2-ylmethyl)-nicotinamide). Isolated yield 6.0%. RXN SMILES: [NH2:1][C:2]1[C:7]([C:8]([NH:10][CH2:11][C:12]2[O:13][C:14]3[CH:20]=[C:19](OS(C(F)(F)F)(=O)=O)[CH:18]=[CH:17][C:15]=3[CH:16]=2)=[O:9])=[CH:6][CH:5]=[C:4]([CH2:29][O:30][CH3:31])[N:3]=1.C([Sn](CCCC)(CCCC)[CH2:37][O:38][CH3:39])CCC>[Cl-].C([N+](CCCC)(CCCC)CCCC)CCC.C1C=CC(/C=C/C(/C=C/C2C=CC=CC=2)=O)=CC=1.C1C=CC(/C=C/C(/C=C/C2C=CC=CC=2)=O)=CC=1.C1C=CC(/C=C/C(/C=C/C2C=CC=CC=2)=O)=CC=1.[Pd].[Pd].CN1CCCC1=O>[NH2:1][C:2]1[N:3]=[C:4]([CH2:29][O:30][CH3:31])[CH:5]=[CH:6][C:7]=1[C:8]([NH:10][CH2:11][C:12]1[O:13][C:14]2[CH:20]=[C:19]([CH2:37][O:38][CH3:39])[CH:18]=[CH:17][C:15]=2[CH:16]=1)=[O:9] |f:2.3,4.5.6.7.8|. Reactants: NC1=NC(=CC=C1C(=O)NCC=1OC2=C(C1)C=CC(=C2)OS(=O)(=O)C(F)(F)F)COC (trifluoromethanesulfonic acid 2-(((2-amino-6-methoxymethyl-pyridin-3-carbonyl)-amino)-methyl)-benzofuran-6-yl ester), C(CCC)[Sn](COC)(CCCC)CCCC (tributyl-methoxymethyl-stannane). Reactants: FC(C(O[Si](C)(C)C)C1CCN(CC1)C(=O)OC(C)(C)C)(F)F (tert-butyl 4-(2,2,2-trifluoro-1-(trimethylsilyloxy)ethyl)piperidine-1-carboxylate), Cl (HCl), CCOCC (ether). Solvent: C(Cl)Cl (DCM), CO (MeOH). Run at time 16 hour. The product is Cl.FC(C(O)C1CCNCC1)(F)F (2,2,2-trifluoro-1-(piperidin-4-yl)ethanol hydrochloride). The yield is 84.0%. As a reaction SMILES: [F:1][C:2]([F:23])([F:22])[CH:3]([CH:9]1[CH2:14][CH2:13][N:12](C(OC(C)(C)C)=O)[CH2:11][CH2:10]1)[O:4][Si](C)(C)C.[ClH:24].CCOCC>C(Cl)Cl.CO>[ClH:24].[F:23][C:2]([F:1])([F:22])[CH:3]([CH:9]1[CH2:10][CH2:11][NH:12][CH2:13][CH2:14]1)[OH:4] |f:5.6|. Procedure details: To a solution of tert-butyl 4-(2,2,2-trifluoro-1-(trimethylsilyloxy)ethyl)piperidine-1-carboxylate (1.6 g, 4.50 mmol) in DCM (9 mL) and MeOH (1 mL) was added 2 M HCl in ether (11.25 mL, 22.51 mmol). The reaction was stirred at RT for 16 hours. The precipitate that formed was collected by vacuum filtration, washed with diethyl ether, and dried in vacuo to generate 2,2,2-trifluoro-1-(piperidin-4-yl)ethanol hydrochloride as a white powder (0.83 g, 84% yield). The reactants are C1=CC(=CC(=C1)S(=O)(=O)[O-])P(C2=CC(=CC=C2)S(=O)(=O)[O-])C3=CC(=CC=C3)S(=O)(=O)[O-].[Na+].[Na+].[Na+].O (TPPTS H2O), ClC1=C(C#N)C=CC=C1 (2-chlorobenzonitrile), C1(=CC=C(C=C1)B(O)O)C (p-tolueneboronic acid), [F-].[K+] (potassium fluoride). The reagents and catalysts are C(C)(=O)[O-].[Pd+2].C(C)(=O)[O-] (palladium acetate). Solvent: CS(=O)C (DMSO), CC=1C=CC(=CC1)C (p-xylene), OCC(O)CO (glycerol), O (water). Yields the product C(#N)C1=C(C=CC=C1)C1=CC=C(C=C1)C (2-cyano-4'-methylbiphenyl). Isolated yield 86.4%. As a reaction SMILES: Cl[C:2]1[CH:9]=[CH:8][CH:7]=[CH:6][C:3]=1[C:4]#[N:5].[C:10]1([CH3:19])[CH:15]=[CH:14][C:13](B(O)O)=[CH:12][CH:11]=1.[F-].[K+].C1C=C(S([O-])(=O)=O)C=C(P(C2C=CC=C(S([O-])(=O)=O)C=2)C2C=CC=C(S([O-])(=O)=O)C=2)C=1.[Na+].[Na+].[Na+].O>CC1C=CC(C)=CC=1.OCC(CO)O.O.CS(C)=O.C([O-])(=O)C.[Pd+2].C([O-])(=O)C>[C:4]([C:3]1[CH:6]=[CH:7][CH:8]=[CH:9][C:2]=1[C:13]1[CH:14]=[CH:15][C:10]([CH3:19])=[CH:11][CH:12]=1)#[N:5] |f:2.3,4.5.6.7.8,13.14.15|. Procedure details: 15 g of 2-chlorobenzonitrile, 15.8 g of p-tolueneboronic acid and 15.8 g of potassium fluoride in 50 ml of p-xylene, 40 ml of glycerol and 10 ml of water were heated to 120° C. At 80° C., a mixture of 24.7 mg of palladium acetate and 0.55 ml of TPPTS/H2O solution (0.6 molar) in 2.5 ml of DMSO was added. After the reaction was complete, the phases were separated. The aqueous phase was washed with 50 ml of toluene. The combined organic phases were washed with 20 ml of water and subsequently dried ...